Dataset: the Open Reaction Database (ORD), a public repository of structured organic reaction records. Task: describe an organic reaction: reactants, conditions, products, and yield The product is Cn1nc(-c2cccc(-n3ccc4cc(C(C)(C)C#N)cc(F)c4c3=O)c2CO)cc(Nc2cc3n(n2)CCN(C2COC2)C3)c1=O. RXN SMILES: [BH4-:50].[CH3:48][OH:49].[Cl:52][CH2:53][Cl:54].[F:1][c:2]1[cH:3][c:4]([C:43]([C:44]#[N:45])([CH3:46])[CH3:47])[cH:5][c:6]2[cH:7][cH:8][n:9](-[c:13]3[c:14]([CH:41]=[O:42])[c:15](-[c:19]4[n:20][n:21]([CH3:40])[c:22](=[O:39])[c:23]([NH:25][c:26]5[n:27][n:28]6[c:29]([cH:38]5)[CH2:30][N:31]([CH:34]5[CH2:35][O:36][CH2:37]5)[CH2:32][CH2:33]6)[cH:24]4)[cH:16][cH:17][cH:18]3)[c:10](=[O:12])[c:11]12.[Na+:51]>>[F:1][c:2]1[cH:3][c:4]([C:43]([C:44]#[N:45])([CH3:46])[CH3:47])[cH:5][c:6]2[cH:7][cH:8][n:9](-[c:13]3[c:14]([CH2:41][OH:42])[c:15](-[c:19]4[n:20][n:21]([CH3:40])[c:22](=[O:39])[c:23]([NH:25][c:26]5[n:27][n:28]6[c:29]([cH:38]5)[CH2:30][N:31]([CH:34]5[CH2:35][O:36][CH2:37]5)[CH2:32][CH2:33]6)[cH:24]4)[cH:16][cH:17][cH:18]3)[c:10](=[O:12])[c:11]12. Reactants: [BH4-], CO, ClCCl, Cn1nc(-c2cccc(-n3ccc4cc(C(C)(C)C#N)cc(F)c4c3=O)c2C=O)cc(Nc2cc3n(n2)CCN(C2COC2)C3)c1=O, [Na+]. Starting materials: COC(=O)C=1C2=C(N=CN1)CN(CC2)CC2=CC=CC=C2 (7-benzyl-5,6,7,8-tetrahydropyrido[3,4-d]pyrimidine-4-carboxylic acid methyl ester), C1(CCCCC1)CN (C-cyclohexyl-methylamine). The solvent is CO (methanol). Product: C(C1=CC=CC=C1)N1CC=2N=CN=C(C2CC1)C(=O)NCC1CCCCC1 (7-Benzyl-N-(cyclohexylmethyl)-5,6,7,8-tetrahydropyrido[3,4-d]pyrimidine-4-carboxamide). RXN SMILES: CO[C:3]([C:5]1[C:6]2[CH2:14][CH2:13][N:12]([CH2:15][C:16]3[CH:21]=[CH:20][CH:19]=[CH:18][CH:17]=3)[CH2:11][C:7]=2[N:8]=[CH:9][N:10]=1)=[O:4].[CH:22]1([CH2:28][NH2:29])[CH2:27][CH2:26][CH2:25][CH2:24][CH2:23]1>CO>[CH2:15]([N:12]1[CH2:13][CH2:14][C:6]2[C:5]([C:3]([NH:29][CH2:28][CH:22]3[CH2:27][CH2:26][CH2:25][CH2:24][CH2:23]3)=[O:4])=[N:10][CH:9]=[N:8][C:7]=2[CH2:11]1)[C:16]1[CH:21]=[CH:20][CH:19]=[CH:18][CH:17]=1. Reported procedure: Into a 50 ml round bottom flask was combined 7-benzyl-5,6,7,8-tetrahydropyrido[3,4-d]pyrimidine-4-carboxylic acid methyl ester (0.125 g, 0.411 mmol), C-cyclohexyl-methylamine (0.010 g, 0.88 mmol), and methanol (10 ml). The mixture was heated at reflux for 24 hrs. The mixture was allowed to cool, reduced in vacuo, and purified by flash chromatography using a methylene chloride:methanol gradient (0-10%). The combined fractions were reduced in vacuo to yield the title compound. (0.0177 g, 10.9%). The reactants are BrC=1C=C2C=3N(C(C(NC3C1)=O)=O)C(CC2)CC(=O)O (9-bromo-5-carboxymethyl-6,7-dihydro-1H, 5H-pyrido[1,2,3-de]quinoxaline-2,3-dione), NC=1C=CC=C2C=CC=NC12 (8-aminoquinoline). Product: BrC=1C=C2C=3N(C(C(NC3C1)=O)=O)C(CC2)CC(NC=2C=CC=C1C=CC=NC21)=O (9-Bromo-5-(8-quinolylcarbamoylmethyl)-6,7-dihydro-1H, 5H-pyrido[1,2,3-de]quinoxaline-2,3-dione). Yield: 77.4%. RXN SMILES: [Br:1][C:2]1[CH:3]=[C:4]2[CH2:16][CH2:15][CH:14]([CH2:17][C:18]([OH:20])=O)[N:6]3[C:7](=[O:13])[C:8](=[O:12])[NH:9][C:10]([CH:11]=1)=[C:5]23.[NH2:21][C:22]1[CH:23]=[CH:24][CH:25]=[C:26]2[C:31]=1[N:30]=[CH:29][CH:28]=[CH:27]2>>[Br:1][C:2]1[CH:3]=[C:4]2[CH2:16][CH2:15][CH:14]([CH2:17][C:18](=[O:20])[NH:21][C:22]3[CH:23]=[CH:24][CH:25]=[C:26]4[C:31]=3[N:30]=[CH:29][CH:28]=[CH:27]4)[N:6]3[C:7](=[O:13])[C:8](=[O:12])[NH:9][C:10]([CH:11]=1)=[C:5]23. Reported procedure: A procedure similar to that described in Example 52 was carried out with 9-bromo-5-carboxymethyl-6,7-dihydro-1H, 5H-pyrido[1,2,3-de]quinoxaline-2,3-dione (170 mg, 0.5 mmol) and 8-aminoquinoline (150 mg, 1.04 mmol) to give 180 mg of the title compound (77%): mp>270° C.; 1H NMR (270 MHz, DMSO-d6) δ12.08 (bs, 1H), 10.25 (s, 1H), 8.90 (dd, 1H, J=1.8, 4.5 Hz), 8.61 (d, J=6.6 Hz), 8.41 (d, 8.3 Hz), 7.56 7.70 (m, 3H), 7.24 (s, 1H), 7.18 (s, 1H), 5.25~5.34 (m, 1H), 3.18 (ddd, 1H, J=17.1, 13.5, 4.5 Hz), ... The reactants are CCO, N#Cc1cc(C(F)(F)F)cc(-c2ccc(Cl)cc2)n1, Cl, NO, [Na+], [Na+], O=C([O-])[O-], O. The product is N=C(NO)c1cc(C(F)(F)F)cc(-c2ccc(Cl)cc2)n1. Reaction SMILES: [CH3:29][CH2:30][OH:31].[Cl:1][c:2]1[cH:3][cH:4][c:5](-[c:8]2[cH:9][c:10]([C:16]([F:17])([F:18])[F:19])[cH:11][c:12]([C:14]#[N:15])[n:13]2)[cH:6][cH:7]1.[ClH:20].[NH2:21][OH:22].[Na+:23].[Na+:24].[O-:25][C:26](=[O:27])[O-:28].[OH2:32]>>[Cl:1][c:2]1[cH:3][cH:4][c:5](-[c:8]2[cH:9][c:10]([C:16]([F:17])([F:18])[F:19])[cH:11][c:12]([C:14](=[NH:15])[NH:21][OH:22])[n:13]2)[cH:6][cH:7]1. Starting materials: CS(=O)(=O)NC1=NC=C(C=C1NC(C1=CC=C(C=C1)F)=O)C(F)(F)F (N-(2-methylsulfonylamino-5-trifluoromethyl-3-pyridyl)-4-fluorobenzamide), CS(=O)(=O)N (methanesulfonamide), ClC1=NC=C(C=C1[N+](=O)[O-])C(F)(F)F (2-chloro-3-nitro-5-trifluoromethylpyridine), [H-].[Na+] (sodium hydride). Run in O1CCCC1 (tetrahydrofuran), O (water). Yields the product [N+](=O)([O-])C=1C(=NC=C(C1)C(F)(F)F)NS(=O)(=O)C (N-(3-nitro-5-trifluoromethyl-2-pyridyl)methanesulfonamide). Yield: 65.8%. RXN SMILES: CS(NC1C(NC(=O)C2C=CC(F)=CC=2)=CC(C(F)(F)F)=CN=1)(=O)=O.[CH3:26][S:27]([NH2:30])(=[O:29])=[O:28].[H-].[Na+].Cl[C:34]1[C:39]([N+:40]([O-:42])=[O:41])=[CH:38][C:37]([C:43]([F:46])([F:45])[F:44])=[CH:36][N:35]=1>O1CCCC1.O>[N+:40]([C:39]1[C:34]([NH:30][S:27]([CH3:26])(=[O:29])=[O:28])=[N:35][CH:36]=[C:37]([C:43]([F:46])([F:44])[F:45])[CH:38]=1)([O-:42])=[O:41] |f:2.3|. Procedure details: Preparation of N-(2-methylsulfonylamino-5-trifluoromethyl-3-pyridyl)-4-fluorobenzamide (Compound No. 10) (1) 4.4 g of methanesulfonamide was dissolved in 70 ml of dry tetrahydrofuran, and 1.9 g of 60% sodium hydride was added thereto under cooling with ice. After completion of the addition, the mixture was reacted for one hour under reflux. After cooling, 7.0 g of 2-chloro-3-nitro-5-trifluoromethylpyridine was added thereto, and the mixture was reacted for 6 hours under reflux. After completion ... The reactants are solution, S(=O)(=O)(C1=CC=C(C)C=C1)OCCCCCCCCCCCCCCCCCC(=O)OC (methyl 18 tosyloxyoctadecanoate), ice water, C1(C=2C(C(N1)=O)=CC=CC2)=O.[K] (potassium phthalimide). Solvent: CN(C=O)C (N,N-dimethylformamide), CN(C=O)C (N,N-dimethylformamide). Reaction conditions: temperature 110 celsius, time 2 hour. Product: C1(C=2C(C(N1CCCCCCCCCCCCCCCCCC(=O)OC)=O)=CC=CC2)=O (methyl 18-phthalimidooctadecanoate). As a reaction SMILES: [C:1]1(=[O:11])[NH:5][C:4](=[O:6])[C:3]2=[CH:7][CH:8]=[CH:9][CH:10]=[C:2]12.[K].S(O[CH2:24][CH2:25][CH2:26][CH2:27][CH2:28][CH2:29][CH2:30][CH2:31][CH2:32][CH2:33][CH2:34][CH2:35][CH2:36][CH2:37][CH2:38][CH2:39][CH2:40][C:41]([O:43][CH3:44])=[O:42])(C1C=CC(C)=CC=1)(=O)=O>CN(C)C=O>[C:1]1(=[O:11])[N:5]([CH2:24][CH2:25][CH2:26][CH2:27][CH2:28][CH2:29][CH2:30][CH2:31][CH2:32][CH2:33][CH2:34][CH2:35][CH2:36][CH2:37][CH2:38][CH2:39][CH2:40][C:41]([O:43][CH3:44])=[O:42])[C:4](=[O:6])[C:3]2=[CH:7][CH:8]=[CH:9][CH:10]=[C:2]12 |f:0.1,^1:11|. Procedure details: A mixture of potassium phthalimide (2.96 g, 16.0 mmoles) and 100 ml of dried N,N-dimethylformamide was heated at 110° C. To this mixture was added dropwise 80 ml of a solution of methyl 18 tosyloxyoctadecanoate (5.0 g, 10.7 mmoles) in 80 ml of N,N-dimethylformamide, and the mixture was heated with stirring at 110° C. for 2 hours. The reaction mixture was poured into ice water to a total volume of 1.2 1, and stirred for 30 minutes. Thereafter, the precipitates that formed were collected by filtra... Starting materials: O=Cc1cccc(Br)c1, CCCC[Sn](CCCC)(CCCC)c1ccccn1, Cc1ccccc1, CCOC(C)=O, [F-], [K+], O, Cl[Pd]Cl, c1ccc(P(c2ccccc2)c2ccccc2)cc1, c1ccc(P(c2ccccc2)c2ccccc2)cc1. The product is O=Cc1cccc(-c2ccccn2)c1. Reaction SMILES: [Br:1][c:2]1[cH:3][c:4]([CH:5]=[O:6])[cH:7][cH:8][cH:9]1.[CH2:17]([Sn:18]([CH2:19][CH2:20][CH2:21][CH3:28])([c:22]1[n:23][cH:24][cH:25][cH:26][cH:27]1)[CH2:29][CH2:30][CH2:31][CH3:32])[CH2:33][CH2:34][CH3:35].[CH3:10][c:11]1[cH:12][cH:13][cH:14][cH:15][cH:16]1.[CH3:79][CH2:80][O:81][C:82](=[O:83])[CH3:84].[F-:36].[K+:37].[OH2:85].[Pd:38]([Cl:39])[Cl:40].[c:41]1([P:42]([c:43]2[cH:44][cH:45][cH:46][cH:47][cH:48]2)[c:49]2[cH:50][cH:51][cH:52][cH:53][cH:54]2)[cH:55][cH:56][cH:57][cH:58][cH:59]1.[c:60]1([P:61]([c:62]2[cH:63][cH:64][cH:65][cH:66][cH:67]2)[c:68]2[cH:69][cH:70][cH:71][cH:72][cH:73]2)[cH:74][cH:75][cH:76][cH:77][cH:78]1>>[c:2]1(-[c:22]2[n:23][cH:24][cH:25][cH:26][cH:27]2)[cH:3][c:4]([CH:5]=[O:6])[cH:7][cH:8][cH:9]1. Starting materials: C(C1=CC=CC=C1)N1C=CC(C2=C(C=CC=C12)Br)=O (1-Benzyl-5-bromoquinolin-4(1H)-one), CC1=C(C(=CC(=C1)C)C)B(O)O (2,4,6-trimethylphenylboronic acid), 2,8,9-trisobutyl-2,5,8,9-tetraaza-1-phosphabicyclo[3.3.3]undecane, C([O-])([O-])=O.[Cs+].[Cs+] (cesium carbonate). The reagents and catalysts are CC(=O)[O-].CC(=O)[O-].[Pd+2] (Pd(OAc)2). Run in C1(=CC=CC=C1)C (toluene). Reaction conditions: time 3 hour. Product: Ethyl acetate hexanes, C(C1=CC=CC=C1)N1C=CC(C2=C(C=CC=C12)C1=C(C=C(C=C1C)C)C)=O (1-Benzyl-5-mesitylquinolin-4(1H)-one). Isolated yield 30.4%. As a reaction SMILES: [CH2:1]([N:8]1[C:17]2[C:12](=[C:13](Br)[CH:14]=[CH:15][CH:16]=2)[C:11](=[O:19])[CH:10]=[CH:9]1)[C:2]1[CH:7]=[CH:6][CH:5]=[CH:4][CH:3]=1.[CH3:20][C:21]1[CH:26]=[C:25]([CH3:27])[CH:24]=[C:23]([CH3:28])[C:22]=1B(O)O.C(=O)([O-])[O-].[Cs+].[Cs+]>C1(C)C=CC=CC=1.CC([O-])=O.CC([O-])=O.[Pd+2]>[CH2:1]([N:8]1[C:17]2[C:12](=[C:13]([C:22]3[C:23]([CH3:28])=[CH:24][C:25]([CH3:27])=[CH:26][C:21]=3[CH3:20])[CH:14]=[CH:15][CH:16]=2)[C:11](=[O:19])[CH:10]=[CH:9]1)[C:2]1[CH:7]=[CH:6][CH:5]=[CH:4][CH:3]=1 |f:2.3.4,6.7.8|. Procedure: 1-Benzyl-5-bromoquinolin-4(1H)-one (1.52 g, 4.84 mmol), 2,4,6-trimethylphenylboronic acid (1.19 g, 7.26 mmol), 2,8,9-trisobutyl-2,5,8,9-tetraaza-1-phosphabicyclo[3.3.3]undecane (0.331 g, 0.97 mmol), Pd(OAc)2 (0.11 g, 0.48 mmol), and cesium carbonate (3.15 g, 9.68 mmol) were diluted in 25 mL of toluene and stirred for 3 hr. at 80° C. The solution was cooled and concentrated. Flash chromatography of the residue (50-75% Ethyl acetate/hexanes) gave the title compound as a white solid (0.52 g, 30%). Starting materials: C(C)OC(CN(N1C=CC2=CC(=CC=C12)OCC1=CC=CC=C1)C1=C(C=NC=C1)F)=O (N-(3-fluoro-4-pyridinyl)-N-(5-benzyloxy-1H-indol-1-yl)glycine ethyl ester), [H-].[Al+3].[Li+].[H-].[H-].[H-] (lithium aluminum hydride). The solvent is O1CCCC1 (tetrahydrofuran). Product: FC=1C=NC=CC1N(CCO)N1C=CC2=CC(=CC=C12)OCC1=CC=CC=C1 (N-(3-Fluoro-4-pyridinyl)-N-(5-benzyloxy-1H-indol-1-yl)-2-aminoethanol). Run at time 0.5 hour. Isolated yield 74.3%. As a reaction SMILES: C([O:3][C:4](=O)[CH2:5][N:6]([C:24]1[CH:29]=[CH:28][N:27]=[CH:26][C:25]=1[F:30])[N:7]1[C:15]2[C:10](=[CH:11][C:12]([O:16][CH2:17][C:18]3[CH:23]=[CH:22][CH:21]=[CH:20][CH:19]=3)=[CH:13][CH:14]=2)[CH:9]=[CH:8]1)C.[H-].[Al+3].[Li+].[H-].[H-].[H-]>O1CCCC1>[F:30][C:25]1[CH:26]=[N:27][CH:28]=[CH:29][C:24]=1[N:6]([N:7]1[C:15]2[C:10](=[CH:11][C:12]([O:16][CH2:17][C:18]3[CH:23]=[CH:22][CH:21]=[CH:20][CH:19]=3)=[CH:13][CH:14]=2)[CH:9]=[CH:8]1)[CH2:5][CH2:4][OH:3] |f:1.2.3.4.5.6|. Reported procedure: To a solution of N-(3-fluoro-4-pyridinyl)-N-(5-benzyloxy-1H-indol-1-yl)glycine ethyl ester (18.7 g) in 100 ml of tetrahydrofuran cooled to ice bath temperature, was added lithium aluminum hydride (89.16 ml) dropwise to the cool solution. The solution was stirred for 0.5 hour, then quenched with ammonium chloride and extracted with ethyl acetate. The organic layer was washed with water and dried (sat. NaCl, MgSO4). After filtering, the solvent was evaporated to yield a solid (12.5 g) which was el... Starting materials: ClC1=NC=C(C(=O)OC)C=C1 (methyl 6-chloronicotinate), [OH-].[Na+] (sodium hydroxide), [H-].[Na+] (sodium hydride), FC(CO)(C(F)(F)F)F (2,2,3,3,3-pentafluoropropan-1-ol). Run in CN(C(C)=O)C (N,N-dimethylacetamide), CN(C(C)=O)C (N,N-dimethylacetamide). Run at time 10 minute. The product is FC(COC1=NC=C(C(=O)OC)C=C1)(C(F)(F)F)F (methyl 6-(2,2,3,3,3-pentafluoropropoxy)nicotinate). Isolated yield 34.0%. As a reaction SMILES: [H-].[Na+].[F:3][C:4]([F:11])([C:7]([F:10])([F:9])[F:8])[CH2:5][OH:6].Cl[C:13]1[CH:22]=[CH:21][C:16]([C:17]([O:19][CH3:20])=[O:18])=[CH:15][N:14]=1.[OH-].[Na+]>CN(C)C(=O)C>[F:3][C:4]([F:11])([C:7]([F:10])([F:9])[F:8])[CH2:5][O:6][C:13]1[CH:22]=[CH:21][C:16]([C:17]([O:19][CH3:20])=[O:18])=[CH:15][N:14]=1 |f:0.1,4.5|. Procedure details: To a stirred suspension of sodium hydride (3.9 g, 96 mmol, 60% in oil) in N,N-dimethylacetamide (160 mL) is added dropwise 2,2,3,3,3-pentafluoropropan-1-ol (6.4 mL, 64 mmol) at 0° C. After stirring for 10 minutes, a solution of methyl 6-chloronicotinate (5.5 g, 32 mmol) in N,N-dimethylacetamide (10 mL) is added dropwise at 0° C., and the mixture is stirred for 30 minutes at room temperature. Then, the mixture is stirred at 90° C. for 2 hours. After cooled to room temperature, 2M aqueous sodium h...